This data is from the Open Reaction Database (ORD), a public repository of structured organic reaction records. The task is: describe an organic reaction: reactants, conditions, products, and yield Starting materials: C(C)(C)OC(=O)Cl (isopropylchloroformate), ( 715 ), NC1=CC=CC=C1 (aniline), ( 670 ), [OH-].[Na+] (sodium hydroxide), ( 150 ). Solvent: O (water). Yields the product C1(=CC=CC=C1)NC(OC(C)C)=O (isopropyl N-phenylcarbamate). Reaction SMILES: [OH-].[Na+].[NH2:3][C:4]1[CH:9]=[CH:8][CH:7]=[CH:6][CH:5]=1.[CH:10]([O:13][C:14](Cl)=[O:15])([CH3:12])[CH3:11]>O>[C:4]1([NH:3][C:14](=[O:15])[O:13][CH:10]([CH3:12])[CH3:11])[CH:9]=[CH:8][CH:7]=[CH:6][CH:5]=1 |f:0.1|. Reported procedure: Six hundred and seventy (670) pounds of 50 percent aqueous sodium hydroxide solution were added to one hundred and fifty (150) gallons of water contained in a reactor kettle equipped with a stirrer, heating, and cooling means. The temperature was maintained below 60° F., and the solution was continuously stirred. Seven hundred and fifteen (715) pounds of aniline were then added; the temperature was lowered to 50° F. and the pH of the solution was adjusted to between 7.0 and 8.0 and maintained th... Starting materials: C(C)(C)(C)OC(C(=O)OC)C1=C(C2=C(C(N1C)=O)NC=C2)C2=CC=C(C=C2)Cl (methyl 2-(tert-butoxy)-2-(4-(4-chlorophenyl)-6-methyl-7-oxo-6,7-dihydro-1H-pyrrolo[2,3-c]pyridin-5-yl)acetate), ClCC=1N=C(SC1)C (4-(chloromethyl)-2-methylthiazole). Product: C(C)(C)(C)OC(C(=O)O)C1=C(C2=C(C(N1C)=O)N(C=C2)CC=2N=C(SC2)C)C2=CC=C(C=C2)Cl (2-(tert-butoxy)-2-(4-(4-chlorophenyl)-6-methyl-1-((2-methylthiazol-4-yl)methyl)-7-oxo-6,7-dihydro-1H-pyrrolo[2,3-c]pyridin-5-yl)acetic acid). RXN SMILES: [C:1]([O:5][CH:6]([C:11]1[N:16]([CH3:17])[C:15](=[O:18])[C:14]2[NH:19][CH:20]=[CH:21][C:13]=2[C:12]=1[C:22]1[CH:27]=[CH:26][C:25]([Cl:28])=[CH:24][CH:23]=1)[C:7]([O:9]C)=[O:8])([CH3:4])([CH3:3])[CH3:2].Cl[CH2:30][C:31]1[N:32]=[C:33]([CH3:36])[S:34][CH:35]=1>>[C:1]([O:5][CH:6]([C:11]1[N:16]([CH3:17])[C:15](=[O:18])[C:14]2[N:19]([CH2:30][C:31]3[N:32]=[C:33]([CH3:36])[S:34][CH:35]=3)[CH:20]=[CH:21][C:13]=2[C:12]=1[C:22]1[CH:27]=[CH:26][C:25]([Cl:28])=[CH:24][CH:23]=1)[C:7]([OH:9])=[O:8])([CH3:4])([CH3:3])[CH3:2]. Procedure: The title compound was prepared in a manner similar to that described in Example 2 from methyl 2-(tert-butoxy)-2-(4-(4-chlorophenyl)-6-methyl-7-oxo-6,7-dihydro-1H-pyrrolo[2,3-c]pyridin-5-yl)acetate and 4-(chloromethyl)-2-methylthiazole. 1H NMR (400 MHz, CHLOROFORM-d) ppm 7.61-7.74 (m, 1H) 7.33-7.45 (m, 3H) 7.11-7.21 (m, 1H) 7.00-7.08 (m, 1H) 5.93-6.00 (m, 1H) 5.73-5.89 (m, 2H) 3.65 (s, 3H) 2.63 (s, 3H) 0.86 (s, 9H); LCMS (m/z) ES+=500 (M+1). The reactants are CC(=O)c1ccc(C(F)(F)F)cc1NS(=O)(=O)C(F)(F)F, CC(=O)[O-], CCO, NOc1ccc(Cl)cc1, Cl, [Na+]. Yields the product CC(=NOc1ccc(Cl)cc1)c1ccc(C(F)(F)F)cc1NS(=O)(=O)C(F)(F)F. RXN SMILES: [C:1]([CH3:2])(=[O:3])[c:4]1[c:5]([NH:14][S:15](=[O:16])(=[O:17])[C:18]([F:19])([F:20])[F:21])[cH:6][c:7]([C:10]([F:11])([F:12])[F:13])[cH:8][cH:9]1.[C:32]([O-:33])(=[O:34])[CH3:35].[CH3:37][CH2:38][OH:39].[Cl:23][c:24]1[cH:25][cH:26][c:27]([O:30][NH2:31])[cH:28][cH:29]1.[ClH:22].[Na+:36]>>[C:1]([CH3:2])([c:4]1[c:5]([NH:14][S:15](=[O:16])(=[O:17])[C:18]([F:19])([F:20])[F:21])[cH:6][c:7]([C:10]([F:11])([F:12])[F:13])[cH:8][cH:9]1)=[N:31][O:30][c:27]1[cH:26][cH:25][c:24]([Cl:23])[cH:29][cH:28]1. Reactants: OC1=CC=C(C=O)C=C1 (4-hydroxybenzaldehyde), NCCN1N=C(C(=C1)NC(=O)C=1C=NN2C1N=CC=C2)C2=C(C=CC(=C2)Cl)OC(F)F (N-[1-(2-aminoethyl)-3-[5-chloro-2-(difluoromethoxy)phenyl]-1H-pyrazol-4-yl]pyrazolo[1,5-a]pyrimidine-3-carboxamide), [BH3-]C#N.[Na+] (NaBH3CN). Run in C1CCOC1 (THF). Reaction conditions: time 8 hour. The product is ClC=1C=CC(=C(C1)C1=NN(C=C1NC(=O)C=1C=NN2C1N=CC=C2)CCNCC2=CC=C(C=C2)O)OC(F)F (N-[3-[5-chloro-2-(difluoromethoxy)phenyl]-1-(2-[[(4-hydroxyphenyl)methyl]amino]ethyl)-1H-pyrazol-4-yl]pyrazolo[1,5-a]pyrimidine-3-carboxamide). As a reaction SMILES: [OH:1][C:2]1[CH:9]=[CH:8][C:5]([CH:6]=O)=[CH:4][CH:3]=1.[NH2:10][CH2:11][CH2:12][N:13]1[CH:17]=[C:16]([NH:18][C:19]([C:21]2[CH:22]=[N:23][N:24]3[CH:29]=[CH:28][CH:27]=[N:26][C:25]=23)=[O:20])[C:15]([C:30]2[CH:35]=[C:34]([Cl:36])[CH:33]=[CH:32][C:31]=2[O:37][CH:38]([F:40])[F:39])=[N:14]1.[BH3-]C#N.[Na+]>C1COCC1>[Cl:36][C:34]1[CH:33]=[CH:32][C:31]([O:37][CH:38]([F:40])[F:39])=[C:30]([C:15]2[C:16]([NH:18][C:19]([C:21]3[CH:22]=[N:23][N:24]4[CH:29]=[CH:28][CH:27]=[N:26][C:25]=34)=[O:20])=[CH:17][N:13]([CH2:12][CH2:11][NH:10][CH2:6][C:5]3[CH:8]=[CH:9][C:2]([OH:1])=[CH:3][CH:4]=3)[N:14]=2)[CH:35]=1 |f:2.3|. Procedure: A solution of 4-hydroxybenzaldehyde (55 mg, 0.45 mmol) and N-[1-(2-aminoethyl)-3-[5-chloro-2-(difluoromethoxy)phenyl]-1H-pyrazol-4-yl]pyrazolo[1,5-a]pyrimidine-3-carboxamide (100 mg, 0.22 mmol) in THF (10 mL) was stirred at room temperature for 2 h and then NaBH3CN (28 mg, 0.45 mmol) was added. The resulting solution was stirred at room temperature overnight. The reaction was then quenched by the addition of 0.1 mL of water. The resulting mixture was concentrated under vacuum. The residue was pa... Starting materials: NC1=C(C(=NC(=C1F)Cl)C(=O)OC)I (Methyl 4-amino-6-chloro-5-fluoro-3-iodopicolinate), C(CCC)[Sn](\C=C\C)(CCCC)CCCC ((E)-tributyl(prop-1-en-1-yl)stannane). The reagents and catalysts are Cl[Pd]([P](C1=CC=CC=C1)(C2=CC=CC=C2)C3=CC=CC=C3)([P](C4=CC=CC=C4)(C5=CC=CC=C5)C6=CC=CC=C6)Cl (bis(triphenylphosphine)palladium(II) chloride). The solvent is ClC(C)Cl (dichloroethane). Yields the product NC1=C(C(=NC(=C1F)Cl)C(=O)OC)\C=C/C ((Z)-methyl 4-amino-6-chloro-5-fluoro-3-(prop-1-en-1-yl)picolinate). As a reaction SMILES: [NH2:1][C:2]1[C:7]([F:8])=[C:6]([Cl:9])[N:5]=[C:4]([C:10]([O:12][CH3:13])=[O:11])[C:3]=1I.[CH2:15]([Sn](CCCC)(CCCC)/C=C/C)[CH2:16][CH2:17]C>ClC(Cl)C.Cl[Pd](Cl)([P](C1C=CC=CC=1)(C1C=CC=CC=1)C1C=CC=CC=1)[P](C1C=CC=CC=1)(C1C=CC=CC=1)C1C=CC=CC=1>[NH2:1][C:2]1[C:7]([F:8])=[C:6]([Cl:9])[N:5]=[C:4]([C:10]([O:12][CH3:13])=[O:11])[C:3]=1/[CH:15]=[CH:16]\[CH3:17] |^1:37,56|. Procedure details: Methyl 4-amino-6-chloro-5-fluoro-3-iodopicolinate (0.4 g, 1.210 mmol), (E)-tributyl(prop-1-en-1-yl)stannane (0.481 g, 1.452 mmol), and bis(triphenylphosphine)palladium(II) chloride (0.085 g, 0.121 mmol) in dichloroethane (2.42 mL) were irradiated at 120° C. for 30 min in a microwave reactor. Celite was then added to the reaction mixture and the solvent was removed under vacuum. The crude product was first purified by flash column chromatography (SiO2, hexane/EtOAc gradient) then by reverse phase...